This data is from the Open Reaction Database (ORD), a public repository of structured organic reaction records. The task is: describe an organic reaction: reactants, conditions, products, and yield Starting materials: CCOC(=O)c1ccc(C(C)=O)cc1, CC(C)(C)O[K], CCOC(=O)CP(=O)(OCC)OCC, CCOC(C)=O, C1CCOC1. The product is CCOC(=O)CC(C)c1ccc(C(=O)OCC)cc1. Reaction SMILES: [C:1]([CH3:2])(=[O:3])[c:4]1[cH:5][cH:6][c:7]([C:8](=[O:9])[O:10][CH2:11][CH3:12])[cH:13][cH:14]1.[C:29]([O:30][K:31])([CH3:32])([CH3:33])[CH3:34].[CH2:15]([O:16][P:17]([CH2:18][C:19]([O:20][CH2:21][CH3:22])=[O:23])([O:24][CH2:25][CH3:26])=[O:27])[CH3:28].[CH3:35][CH2:36][O:37][C:38]([CH3:39])=[O:40].[O:41]1[CH2:42][CH2:43][CH2:44][CH2:45]1>>[CH:1]([CH3:2])([c:4]1[cH:5][cH:6][c:7]([C:8](=[O:9])[O:10][CH2:11][CH3:12])[cH:13][cH:14]1)[CH2:39][C:38]([O:37][CH2:36][CH3:35])=[O:40]. Reactants: FC1=CC=C(C=C1)C=1OC=C(N1)C(CN)(C)C (2-(2-(4-fluorophenyl)oxazol-4-yl)-2-methylpropan-1-amine), FC(C1=NC(=NO1)C=1C=NC=C(C(=O)O)C1)(F)F (5-(5-trifluoromethyl-[1,2,4]oxadiazol-3-yl)-nicotinic acid). The product is FC1=CC=C(C=C1)C=1OC=C(N1)C(CNC(C1=CN=CC(=C1)C1=NOC(=N1)C(F)(F)F)=O)(C)C (N-(2-(2-(4-Fluorophenyl)oxazol-4-yl)-2-methylpropyl)-5-(5-(trifluoromethyl)-1,2,4-oxadiazol-3-yl)nicotinamide). Yield: 13.0%. Reaction SMILES: [F:1][C:2]1[CH:7]=[CH:6][C:5]([C:8]2[O:9][CH:10]=[C:11]([C:13]([CH3:17])([CH3:16])[CH2:14][NH2:15])[N:12]=2)=[CH:4][CH:3]=1.[F:18][C:19]([F:35])([F:34])[C:20]1[O:24][N:23]=[C:22]([C:25]2[CH:26]=[N:27][CH:28]=[C:29]([CH:33]=2)[C:30](O)=[O:31])[N:21]=1>>[F:1][C:2]1[CH:3]=[CH:4][C:5]([C:8]2[O:9][CH:10]=[C:11]([C:13]([CH3:17])([CH3:16])[CH2:14][NH:15][C:30](=[O:31])[C:29]3[CH:33]=[C:25]([C:22]4[N:21]=[C:20]([C:19]([F:35])([F:34])[F:18])[O:24][N:23]=4)[CH:26]=[N:27][CH:28]=3)[N:12]=2)=[CH:6][CH:7]=1. Procedure details: This compound was synthesized from 2-(2-(4-fluorophenyl)oxazol-4-yl)-2-methylpropan-1-amine and 5-(5-trifluoromethyl-[1,2,4]oxadiazol-3-yl)-nicotinic acid as described in example 8 step 6 (19 mg, yield 13%). 1H NMR (400 MHz, MeOD) δ 9.38 (d, J=1.5 Hz, 1H), 9.17 (d, J=1.8 Hz, 1H), 8.84 (d, J=1.8 Hz, 1H), 8.09-8.05 (m, 2H), 7.78 (s, 1H), 7.25-7.20 (m, 2H), 3.68 (s, 2H), 1.42 (s, 6H). MS (ESI) m/z: Calculated for C22H17F4N5O3: 475.13. found: 476.2 (M+H)+. The reactants are [Br-].[Br-].[Br-].C1(=CC=CC=C1)[N+](C)(C)C.C1(=CC=CC=C1)[N+](C)(C)C.C1(=CC=CC=C1)[N+](C)(C)C (Phenyltrimethylammonium tribromide), C(C)(=O)C=1C2=C(SC1)C=CC=C2 (3-acetylbenzo[b]thiophen). Run in O1CCCC1 (tetrahydrofuran). Run at time 1 hour. The product is BrCC(=O)C=1C2=C(SC1)C=CC=C2 (3-(2-bromoacetyl)benzo[b]thiophen). Yield: 105.2%. As a reaction SMILES: [Br-:1].[Br-].[Br-].C1([N+](C)(C)C)C=CC=CC=1.C1([N+](C)(C)C)C=CC=CC=1.C1([N+](C)(C)C)C=CC=CC=1.[C:34]([C:37]1[C:38]2[CH:45]=[CH:44][CH:43]=[CH:42][C:39]=2[S:40][CH:41]=1)(=[O:36])[CH3:35]>O1CCCC1>[Br:1][CH2:35][C:34]([C:37]1[C:38]2[CH:45]=[CH:44][CH:43]=[CH:42][C:39]=2[S:40][CH:41]=1)=[O:36] |f:0.1.2.3.4.5|. Procedure details: Phenyltrimethylammonium tribromide (26.32 g) was added in portions over 45 minutes at -5° C. under nitrogen to a stirred solution of 3-acetylbenzo[b]thiophen (12.34 g) in tetrahydrofuran (100 ml), then the mixture was stirred at ambient temperature for 1 hour. The resulting solid was collected by filtration, washed with ether (100 ml), dried in vacuo at ambient temperature, and crystallised from ethanol to give 3-(2-bromoacetyl)benzo[b]thiophen as a white solid (10.9 g). Starting materials: CN1C(=O)CCC2(C)C3CCC4(C)C(OCC(=O)O)CCC4C3CCC12, NC=O. Product: CN1C(=O)CCC2(C)C3CCC4(C)C(OCC(N)=O)CCC4C3CCC12. RXN SMILES: [CH3:1][N:2]1[CH:3]2[CH2:4][CH2:5][CH:6]3[CH:7]4[CH2:8][CH2:9][CH:10]([O:22][CH2:23][C:24](=[O:25])[OH:26])[C:11]4([CH3:12])[CH2:13][CH2:14][CH:15]3[C:16]2([CH3:21])[CH2:17][CH2:18][C:19]1=[O:20].[CH:27](=[O:28])[NH2:29]>>[CH3:1][N:2]1[CH:3]2[CH2:4][CH2:5][CH:6]3[CH:7]4[CH2:8][CH2:9][CH:10]([O:22][CH2:23][C:24](=[O:25])[NH2:29])[C:11]4([CH3:12])[CH2:13][CH2:14][CH:15]3[C:16]2([CH3:21])[CH2:17][CH2:18][C:19]1=[O:20]. Reactants: ClC1=CC(=C(C(=C1)C)B(O)O)C (4-chloro-2,6-dimethylphenylboronic acid), [F-].[K+] (KF), BrCC(=O)OCC (ethyl bromoacetate). The solvent is CCCCCC.C(C)(=O)OCC (hexane ethyl acetate). Yields the product ClC1=CC(=C(C(=C1)C)CC(=O)OCC)C (ethyl 4-chloro-2,6-dimethylphenylacetate). RXN SMILES: [Cl:1][C:2]1[CH:7]=[C:6]([CH3:8])[C:5](B(O)O)=[C:4]([CH3:12])[CH:3]=1.[F-].[K+].Br[CH2:16][C:17]([O:19][CH2:20][CH3:21])=[O:18]>CCCCCC.C(OCC)(=O)C>[Cl:1][C:2]1[CH:7]=[C:6]([CH3:8])[C:5]([CH2:16][C:17]([O:19][CH2:20][CH3:21])=[O:18])=[C:4]([CH3:12])[CH:3]=1 |f:1.2,4.5|. Procedure details: Ethyl 4-chloro-2,6-dimethylphenylacetate was prepared by the general experimental method from 4-chloro-2,6-dimethylphenylboronic acid (186 mg, 1.00 mmol). This involved using 290 mg [5 mmol] of KF and 418 mg [2.5 mmol] of ethyl bromoacetate. After workup by column chromatography (hexane/ethyl acetate, 5:1), ethyl 4-chloro-2,6-dimethylphenylacetate is obtained as a colourless liquid in a yield of 68% of theory. 1H NMR (400 MHz, CDCl3): δ=7.02 (s, 2H), 4.13 (q, J=0.7 Hz, 2H), 3.62 (s, 2H), 2.29 (s... Starting materials: BrC1=CC=C(C(=O)Cl)C=C1 (4-Bromobenzoyl chloride), NC(CO)(C)C (2-amino-2-methyl-1-propanol). The solvent is ClCCl (dichloromethane), ClCCl (dichloromethane). Run at time 24 hour. Product: BrC1=CC=C(C=C1)C=1OCC(N1)(C)C (2-(4-Bromophenyl)-4,4-dimethyl-2-oxazoline). RXN SMILES: [Br:1][C:2]1[CH:10]=[CH:9][C:5]([C:6](Cl)=[O:7])=[CH:4][CH:3]=1.[NH2:11][C:12]([CH3:16])([CH3:15])[CH2:13]O>ClCCl>[Br:1][C:2]1[CH:10]=[CH:9][C:5]([C:6]2[O:7][CH2:13][C:12]([CH3:16])([CH3:15])[N:11]=2)=[CH:4][CH:3]=1. Procedure details: 4-Bromobenzoyl chloride (20.02 g, 91 mmol) was dissolved in dichloromethane (180 ml) and added dropwise to a solution of 2-amino-2-methyl-1-propanol (19.20 g, 216 mmol) in dichloromethane (90 ml) at ambient temperature. The mixture was stirred for 24 hours at ambient temperature, followed by filtration and removal of the solvent at reduced pressure. Thionyl chloride (90 ml) was added dropwise and the mixture was stirred for 30 minutes at ambient temperature. Excess thionyl chloride was removed a... Reactants: C(C)(C)(C)OC(=O)N1CCN(CC1)C=1SC=C(N1)CO (4-(4-hydroxymethyl-thiazol-2-yl)-piperazine-1-carboxylic acid tert-butyl ester), CCN(C(C)C)C(C)C (DIPEA), CS(=O)(=O)Cl (MsCl). Solvent: C(Cl)Cl (CH2Cl2). Reaction conditions: time 8 hour. Yields the product C(C)(C)(C)OC(=O)N1CCN(CC1)C=1SC=C(N1)CCl (4-(4-Chloromethyl-thiazol-2-yl)-piperazine-1-carboxylic acid tert-butyl ester). As a reaction SMILES: [C:1]([O:5][C:6]([N:8]1[CH2:13][CH2:12][N:11]([C:14]2[S:15][CH:16]=[C:17]([CH2:19]O)[N:18]=2)[CH2:10][CH2:9]1)=[O:7])([CH3:4])([CH3:3])[CH3:2].CCN(C(C)C)C(C)C.CS([Cl:34])(=O)=O>C(Cl)Cl>[C:1]([O:5][C:6]([N:8]1[CH2:13][CH2:12][N:11]([C:14]2[S:15][CH:16]=[C:17]([CH2:19][Cl:34])[N:18]=2)[CH2:10][CH2:9]1)=[O:7])([CH3:4])([CH3:3])[CH3:2]. Reported procedure: To a solution of 4-(4-hydroxymethyl-thiazol-2-yl)-piperazine-1-carboxylic acid tert-butyl ester (848 mg, 2.83 mmol) and DIPEA (550 mg, 1.5 eq.) in CH2Cl2 (10 mL) was added MsCl (285 □L, 1.3 eq.) dropwise. The resulting mixture was stirred overnight. The reaction solution was then concentrated in vacuo. The crude product was purified on silica gel (EtOAc:hexanes=1:4) to afford the desired product as an oil.